This data is from the Open Reaction Database (ORD), a public repository of structured organic reaction records. The task is: describe an organic reaction: reactants, conditions, products, and yield Reactants: CCN1CCc2[nH]c3ccccc3c2C1, CCO, C=Cc1ccccn1, [Na], O=C([O-])C(F)(F)F. Product: CCN1CCc2c(c3ccccc3n2-c2ccccn2)C1. RXN SMILES: [CH2:1]([CH3:2])[N:3]1[CH2:4][c:5]2[c:6]([nH:7][c:8]3[cH:9][cH:10][cH:11][cH:12][c:13]23)[CH2:14][CH2:15]1.[CH3:32][CH2:33][OH:34].[CH:16](=[CH2:17])[c:18]1[n:19][cH:20][cH:21][cH:22][cH:23]1.[Na:24].[O-:25][C:26]([C:27]([F:28])([F:29])[F:30])=[O:31]>>[CH2:1]([CH3:2])[N:3]1[CH2:4][c:5]2[c:6]([n:7](-[c:18]3[n:19][cH:20][cH:21][cH:22][cH:23]3)[c:8]3[cH:9][cH:10][cH:11][cH:12][c:13]23)[CH2:14][CH2:15]1. Reactants: CC=1C=CC=C2C=C(C(=NC12)C1=C(C=CC=C1)C)C=O (8-methyl-2-o-tolylquinoline-3-carbaldehyde), C[Mg]Cl (MeMgCl). Run in C1CCOC1 (THF). Product: CC=1C=CC=C2C=C(C(=NC12)C1=C(C=CC=C1)C)C(C)O (1-(8-methyl-2-o-tolylquinolin-3-yl)ethanol). As a reaction SMILES: [CH3:1][C:2]1[CH:3]=[CH:4][CH:5]=[C:6]2[C:11]=1[N:10]=[C:9]([C:12]1[CH:17]=[CH:16][CH:15]=[CH:14][C:13]=1[CH3:18])[C:8]([CH:19]=[O:20])=[CH:7]2.[CH3:21][Mg]Cl>C1COCC1>[CH3:1][C:2]1[CH:3]=[CH:4][CH:5]=[C:6]2[C:11]=1[N:10]=[C:9]([C:12]1[CH:17]=[CH:16][CH:15]=[CH:14][C:13]=1[CH3:18])[C:8]([CH:19]([OH:20])[CH3:21])=[CH:7]2. Procedure details: Prepared according to Procedure K. To a mixture of 8-methyl-2-o-tolylquinoline-3-carbaldehyde (434 mg, 1.7 mmol) in THF (6 mL) at 0° C. was added dropwise a solution of MeMgCl (3M, 2 eq, 1.1 mL) and the reaction was stirred over night before quenched with NH4Cl saturated solution. The mixture was extracted with EtOAc (2×10 mL) and the combined organic layers were dried (Na2SO4) and concentrated under reduced pressure. The residue was purified by column chromatography on silica gel (eluent: EtOAc... RXN SMILES: [CH3:13][O-:14].[CH3:16][OH:17].[Cl:18][CH2:19][Cl:20].[Cl:1][C:2]([Cl:3])([Cl:4])[C:11]([c:5]1[nH:6][cH:7][c:8]([Cl:10])[cH:9]1)=[O:12].[Na+:15]>>[c:5]1([C:13](=[O:14])[O:17][CH3:16])[nH:6][cH:7][c:8]([Cl:10])[cH:9]1. Reactants: C[O-], CO, ClCCl, O=C(c1cc(Cl)c[nH]1)C(Cl)(Cl)Cl, [Na+]. Yields the product COC(=O)c1cc(Cl)c[nH]1. Starting materials: C(C1=CC=CC=C1)[C@H]1N(CC[C@@H](C1)N(C(C(F)(F)F)=O)CC1=CC=NC2=CC=CC=C12)C(=O)C1C2=CC=CC=C2C=2C=CC=CC12 ((2R*,4S*)-2-benzyl-1-(9-fluorenoyl)-N-(4-quinolylmethyl)-N-trifluoroacetyl-4-piperidinamine), [BH4-].[Na+] (sodium borohydride). The product is C(C1=CC=CC=C1)[C@H]1N(CC[C@@H](C1)NCC1=CC=NC2=CC=CC=C12)C(=O)C1C2=CC=CC=C2C=2C=CC=CC12 ((2R*,4S*)-2-benzyl-1-(9-fluorenoyl)-N-(4-quinolylmethyl)-4-piperidinamine). Reaction SMILES: [CH2:1]([C@@H:8]1[CH2:13][C@@H:12]([N:14]([CH2:21][C:22]2[C:31]3[C:26](=[CH:27][CH:28]=[CH:29][CH:30]=3)[N:25]=[CH:24][CH:23]=2)C(=O)C(F)(F)F)[CH2:11][CH2:10][N:9]1[C:32]([CH:34]1[C:46]2[CH:45]=[CH:44][CH:43]=[CH:42][C:41]=2[C:40]2[C:35]1=[CH:36][CH:37]=[CH:38][CH:39]=2)=[O:33])[C:2]1[CH:7]=[CH:6][CH:5]=[CH:4][CH:3]=1.[BH4-].[Na+]>>[CH2:1]([C@@H:8]1[CH2:13][C@@H:12]([NH:14][CH2:21][C:22]2[C:31]3[C:26](=[CH:27][CH:28]=[CH:29][CH:30]=3)[N:25]=[CH:24][CH:23]=2)[CH2:11][CH2:10][N:9]1[C:32]([CH:34]1[C:35]2[CH:36]=[CH:37][CH:38]=[CH:39][C:40]=2[C:41]2[C:46]1=[CH:45][CH:44]=[CH:43][CH:42]=2)=[O:33])[C:2]1[CH:3]=[CH:4][CH:5]=[CH:6][CH:7]=1 |f:1.2|. Procedure details: 0.238 g (0.384 mmol) of (2R*,4S*)-2-benzyl-1-(9-fluorenoyl)-N-(4-quinolylmethyl)-N-trifluoroacetyl-4-piperidinamine is reacted with 0.066 g (1.54 mmol) of sodium borohydride in analogy to Example 2. The title compound ##STR70## is obtained (0.155 g, 79%) as white foam. TLC: methylene chloride/methanol/conc. ammonia (700:50:1) Rf =0.36, FD-MS: M+ =523. Reactants: CC(C)C(N)C(=O)O, CN1CCOCC1, O=C1OC(c2ccco2)=NC12CCCCC2. Product: CC(C)C(NC(=O)C1(NC(=O)c2ccco2)CCCCC1)C(=O)O. As a reaction SMILES: [CH3:1][CH:2]([CH3:3])[CH:4]([NH2:5])[C:6]([OH:7])=[O:8].[CH3:25][N:26]1[CH2:27][CH2:28][O:29][CH2:30][CH2:31]1.[o:9]1[c:10]([C:14]2=[N:15][C:16]3([C:17](=[O:19])[O:18]2)[CH2:20][CH2:21][CH2:22][CH2:23][CH2:24]3)[cH:11][cH:12][cH:13]1>>[CH3:1][CH:2]([CH3:3])[CH:4]([NH:5][C:17]([C:16]1([NH:15][C:14]([c:10]2[o:9][cH:13][cH:12][cH:11]2)=[O:18])[CH2:20][CH2:21][CH2:22][CH2:23][CH2:24]1)=[O:19])[C:6]([OH:7])=[O:8]. Procedure: 2-(4-Cyanomethylbenzyl)phenyl 2,3,4,6-tetra-O-acetyl-β-D-glucopyranoside was prepared in a similar manner to that described in Reference Example 8 using 4-(2-hydroxybenzyl)phenylacetonitrile instead of methyl 4-(2-hydroxybenzyl)benzoate. Then the title compound was prepared in a similar manner to that described in Example 2 using 2-(4-cyanomethylbenzyl)phenyl 2,3,4,6-tetra-O-acetyl-β-D-glucopyranoside instead of 2-(4-methoxycarbonylbenzyl)phenyl 2,3,4,6-tetra-O-acetyl-β-D-glucopyranoside. The product is C(C)(=O)O[C@H]1[C@H](OC2=C(C=CC=C2)CC2=CC=C(C=C2)CC#N)O[C@@H]([C@H]([C@@H]1OC(C)=O)OC(C)=O)COC(C)=O (2-(4-Cyanomethylbenzyl)phenyl 2,3,4,6-tetra-O-acetyl-β-D-glucopyranoside), O([C@H]1[C@H](O)[C@@H](O)[C@H](O)[C@H](O1)CO)C1=C(C=CC=C1)CC1=CC=C(C=C1)CC#N (2-(4-Cyanomethylbenzyl)phenyl β-D-glucopyranoside). As a reaction SMILES: [OH:1][C:2]1[CH:17]=[CH:16][CH:15]=[CH:14][C:3]=1[CH2:4][C:5]1[CH:10]=[CH:9][C:8]([CH2:11][C:12]#[N:13])=[CH:7][CH:6]=1.[C:18]([O:21][C@@H:22]1[C@@H:44]([O:45][C:46](=[O:48])[CH3:47])[C@H:43]([O:49][C:50](=[O:52])[CH3:51])[C@@H:42]([CH2:53][O:54][C:55](=[O:57])[CH3:56])[O:41][C@H:23]1[O:24][C:25]1[CH:30]=[CH:29][CH:28]=[CH:27][C:26]=1[CH2:31][C:32]1[CH:37]=[CH:36][C:35]([CH2:38][C:39]#[N:40])=[CH:34][CH:33]=1)(=[O:20])[CH3:19]>>[C:18]([O:21][C@@H:22]1[C@@H:44]([O:45][C:46](=[O:48])[CH3:47])[C@H:43]([O:49][C:50](=[O:52])[CH3:51])[C@@H:42]([CH2:53][O:54][C:55](=[O:57])[CH3:56])[O:41][C@H:23]1[O:24][C:25]1[CH:30]=[CH:29][CH:28]=[CH:27][C:26]=1[CH2:31][C:32]1[CH:33]=[CH:34][C:35]([CH2:38][C:39]#[N:40])=[CH:36][CH:37]=1)(=[O:20])[CH3:19].[O:1]([C:2]1[CH:17]=[CH:16][CH:15]=[CH:14][C:3]=1[CH2:4][C:5]1[CH:10]=[CH:9][C:8]([CH2:11][C:12]#[N:13])=[CH:7][CH:6]=1)[C@@H:23]1[O:41][C@H:42]([CH2:53][OH:54])[C@@H:43]([OH:49])[C@H:44]([OH:45])[C@H:22]1[OH:21]. The reactants are OC1=C(CC2=CC=C(C=C2)CC#N)C=CC=C1 (4-(2-hydroxybenzyl)phenylacetonitrile), C(C)(=O)O[C@H]1[C@H](OC2=C(C=CC=C2)CC2=CC=C(C=C2)CC#N)O[C@@H]([C@H]([C@@H]1OC(C)=O)OC(C)=O)COC(C)=O (2-(4-cyanomethylbenzyl)phenyl 2,3,4,6-tetra-O-acetyl-β-D-glucopyranoside). Starting materials: FC(CNC1CCC2=C(CC1)C=C(C=C2)N)(F)F (N*7*-(2,2,2-Trifluoro-ethyl)-6,7,8,9-tetrahydro-5H-benzocycloheptene-2,7-diamine), ClC1=NC=C(C(=N1)N[C@H]1[C@@H](CCCC1)NS(=O)(=O)C)Cl (N-[(1R,2R)-2-(2,5-Dichloro-pyrimidin-4-ylamino)-cyclohexyl]-methanesulfonamide). The product is ClC=1C(=NC(=NC1)NC=1C=CC2=C(CCC(CC2)NCC(F)(F)F)C1)N[C@H]1[C@@H](CCCC1)NS(=O)(=O)C (N-((1R,2R)-2-{5-Chloro-2-[7-(2,2,2-trifluoro-ethylamino)-6,7,8,9-tetrahydro-5H-benzocyclohepten-2-ylamino]-pyrimidin-4-ylamino}-cyclohexyl)-methanesulfonamide). Isolated yield 72.0%. RXN SMILES: [F:1][C:2]([F:18])([F:17])[CH2:3][NH:4][CH:5]1[CH2:11][CH2:10][C:9]2[CH:12]=[C:13]([NH2:16])[CH:14]=[CH:15][C:8]=2[CH2:7][CH2:6]1.Cl[C:20]1[N:25]=[C:24]([NH:26][C@@H:27]2[CH2:32][CH2:31][CH2:30][CH2:29][C@H:28]2[NH:33][S:34]([CH3:37])(=[O:36])=[O:35])[C:23]([Cl:38])=[CH:22][N:21]=1>>[Cl:38][C:23]1[C:24]([NH:26][C@@H:27]2[CH2:32][CH2:31][CH2:30][CH2:29][C@H:28]2[NH:33][S:34]([CH3:37])(=[O:36])=[O:35])=[N:25][C:20]([NH:16][C:13]2[CH:14]=[CH:15][C:8]3[CH2:7][CH2:6][CH:5]([NH:4][CH2:3][C:2]([F:17])([F:18])[F:1])[CH2:11][CH2:10][C:9]=3[CH:12]=2)=[N:21][CH:22]=1. Procedure: In an analogous procedure to Example 651, part c, N*7*-(2,2,2-Trifluoro-ethyl)-6,7,8,9-tetrahydro-5H-benzocycloheptene-2,7-diamine) was combined with N-[(1R,2R)-2-(2,5-Dichloro-pyrimidin-4-ylamino)-cyclohexyl]-methanesulfonamide to yield N-((1R,2R)-2-{5-Chloro-2-[7-(2,2,2-trifluoro-ethylamino)-6,7,8,9-tetrahydro-5H-benzocyclohepten-2-ylamino]-pyrimidin-4-ylamino}-cyclohexyl)-methanesulfonamide (117 mg, 72% yield) as a white powder. 1H-NMR (CDCl3) δ 7.91 (s, 1H), 7.24 (m, 2H), 7.05 (d, J=8.0 Hz, ... Procedure details: Sodium borohydride (0.590 g, 15.94 mmol) was added at once to a solution of 1-benzyl-4-(2-methoxyphenyl)-1,2,3,6-tetrahydropyridine (2.0 g, 7.16 mmol) in (7 mL) anhydrous diglyme at 0° C. The reaction mixture was warmed to room temperature and a solution of borontrifluoride etherate (2.0 g 14.2 mmol) in (2 mL) diglyme was added dropwise under a N2. The reaction mixture was stirred at room temperature for 2 h. Water (0.8 mL) was then added to the reaction mixture slowly followed by 6N NaOH (1.8 m... The yield is 47.0%. Reaction conditions: time 2 hour. Reactants: [BH4-].[Na+] (Sodium borohydride), C(C1=CC=CC=C1)N1CCC(=CC1)C1=C(C=CC=C1)OC (1-benzyl-4-(2-methoxyphenyl)-1,2,3,6-tetrahydropyridine), [OH-].[Na+] (NaOH), B(F)(F)F.CCOCC (borontrifluoride etherate), OO (H2O2), Cl (HCl). Product: C(C1=CC=CC=C1)N1CC(C(CC1)C1=C(C=CC=C1)OC)O (1-benzyl-4-(2-methoxyphenyl)piperidin-3-ol). As a reaction SMILES: [BH4-].[Na+].[CH2:3]([N:10]1[CH2:15][CH:14]=[C:13]([C:16]2[CH:21]=[CH:20][CH:19]=[CH:18][C:17]=2[O:22][CH3:23])[CH2:12][CH2:11]1)[C:4]1[CH:9]=[CH:8][CH:7]=[CH:6][CH:5]=1.B(F)(F)F.CC[O:30]CC.[OH-].[Na+].OO.Cl>COCCOCCOC.O>[CH2:3]([N:10]1[CH2:11][CH2:12][CH:13]([C:16]2[CH:21]=[CH:20][CH:19]=[CH:18][C:17]=2[O:22][CH3:23])[CH:14]([OH:30])[CH2:15]1)[C:4]1[CH:5]=[CH:6][CH:7]=[CH:8][CH:9]=1 |f:0.1,3.4,5.6|. Solvent: COCCOCCOC (diglyme), COCCOCCOC (diglyme), O (Water).